From a dataset of the Open Reaction Database (ORD), a public repository of structured organic reaction records. describe an organic reaction: reactants, conditions, products, and yield As a reaction SMILES: [N+]([C:4]1[CH:21]=[C:20]([NH:22][CH2:23][C:24]2[N:35]=[C:34]3[C:27]([N:28]=[C:29]([NH:31][C:32]3=[O:33])[NH2:30])=[N:26][CH:25]=2)[CH:19]=[CH:18][C:5]=1[C:6](=[O:17])[NH:7][C@H:8]([C:14]([OH:16])=[O:15])[CH2:9][CH2:10][C:11]([OH:13])=[O:12])([O-])=O.NC1C=CC(C(O)=O)=C([F:46])C=1>>[F:46][C:4]1[CH:21]=[C:20]([NH:22][CH2:23][C:24]2[N:35]=[C:34]3[C:27]([N:28]=[C:29]([NH:31][C:32]3=[O:33])[NH2:30])=[N:26][CH:25]=2)[CH:19]=[CH:18][C:5]=1[C:6](=[O:17])[NH:7][C@H:8]([C:14]([OH:16])=[O:15])[CH2:9][CH2:10][C:11]([OH:13])=[O:12]. Procedure details: The synthesis was done in analogy to the synthesis of 2′-nitrofolic acid following examples 1 to 4. In example 1 4-amino-2-fluoro-benzoic acid was used instead of 4-amino-2-nitrobenzoic acid. (HPLC purity: 97.5% area, m/z=460 [M+1]+, 1H-NMR (200 MHz, DMSO-d6) [ppm]: 8.65 (s, C(7)-H, 1H); 7.75 (t, N(8′)-H, 1H, exchangeable with D2O); 7.51 (t, C(3′H), 1H); 7.20 (t, N(10)-H, 1H, exchangeable with D2O); 7.03 (bs, NH2, 2H, exchangeable with D2O); 6.50 (m, C(5′)-H, (C(6′)-H, 2H); 4.48 (d, C(6)H2, 2H);... Reactants: [N+](=O)([O-])C1=C(C(N[C@@H](CCC(=O)O)C(=O)O)=O)C=CC(=C1)NCC1=CN=C2N=C(N)NC(=O)C2=N1 (2′-nitrofolic acid), NC1=CC(=C(C(=O)O)C=C1)F (4-amino-2-fluoro-benzoic acid). Yields the product FC1=C(C(N[C@@H](CCC(=O)O)C(=O)O)=O)C=CC(=C1)NCC1=CN=C2N=C(N)NC(=O)C2=N1 (2′-fluorofolic acid). The reactants are OC=1C2=C(N=CN1)C(=CC=N2)C(=O)N (4-hydroxypyrido[3,2-d]pyrimidine-8-carboxamide), Cl.N[C@H](CN(S(=O)(=O)C1=CC=C(C=C1)[N+](=O)[O-])C)C1=C(C=C(C(=C1)F)OC)F (N—[(S)-2-Amino-2-(2,5-difluoro-4-methoxy-phenyl)-ethyl]-N-methyl-4-nitro-benzenesulfonamide hydrochloride). The product is FC1=C(C=C(C(=C1)OC)F)[C@@H](CNC)NC=1C2=C(N=CN1)C(=CC=N2)C(=O)N (4-[(S)-1-(2,5-Difluoro-4-methoxy-phenyl)-2-methylamino-ethylamino]-pyrido[3,2-d]pyrimidine-8-carboxylic acid amide). RXN SMILES: O[C:2]1[C:3]2[N:11]=[CH:10][CH:9]=[C:8]([C:12]([NH2:14])=[O:13])[C:4]=2[N:5]=[CH:6][N:7]=1.Cl.[NH2:16][C@@H:17]([C:33]1[CH:38]=[C:37]([F:39])[C:36]([O:40][CH3:41])=[CH:35][C:34]=1[F:42])[CH2:18][N:19]([CH3:32])S(C1C=CC([N+]([O-])=O)=CC=1)(=O)=O>>[F:42][C:34]1[CH:35]=[C:36]([O:40][CH3:41])[C:37]([F:39])=[CH:38][C:33]=1[C@H:17]([NH:16][C:2]1[C:3]2[N:11]=[CH:10][CH:9]=[C:8]([C:12]([NH2:14])=[O:13])[C:4]=2[N:5]=[CH:6][N:7]=1)[CH2:18][NH:19][CH3:32] |f:1.2|. Procedure details: Compound 32 was prepared following general synthesis scheme 8 wherein 4-hydroxypyrido[3,2-d]pyrimidine-8-carboxamide (G) was reacted with N—[(S)-2-Amino-2-(2,5-difluoro-4-methoxy-phenyl)-ethyl]-N-methyl-4-nitro-benzenesulfonamide hydrochloride to give the title compound as a white solid. LC/MS [389 (M+H)]; 1H NMR (400 MHz, DMSO-d6) δ 10.03-9.86 (m, 1H), 9.04 (s, 1H), 8.98 (d, J=4.5 Hz, 1H), 8.56 (s, 1H), 8.37 (d, J=4.5 Hz, 1H), 8.24-8.07 (m, 1H), 7.42 (dd, J=12.1, 7.0 Hz, 1H), 7.09 (dd, J=11.5, ... Starting materials: C(C1=CC=CC=C1)SC[C@H](NC(C(CSCC1=CC=CC=C1)(C)C)=O)C(=O)O (S-benzyl-N-(3-benzylthio-2,2-dimethylpropionyl)-L-cysteine), ON1C(CCC1=O)=O (N-hydroxysuccinimide), C1CCC(CC1)N=C=NC2CCCCC2 (DCC). Run in CN(C)C=O (DMF), CN(C)C=O (DMF). Run at time 0.5 hour. The product is NC(CCN)C([C@@H](NC(C(CSCC1=CC=CC=C1)(C)C)=O)CSCC1=CC=CC=C1)=O (3-Amino-N-[S-benzyl-N-(3-benzylthio-2,2-dimethylpropionyl)-L-cysteinyl]propylamine). The yield is 69.1%. RXN SMILES: [CH2:1]([S:8][CH2:9][C@@H:10]([C:26](O)=[O:27])[NH:11][C:12](=[O:25])[C:13]([CH3:24])([CH3:23])[CH2:14][S:15][CH2:16][C:17]1[CH:22]=[CH:21][CH:20]=[CH:19][CH:18]=1)[C:2]1[CH:7]=[CH:6][CH:5]=[CH:4][CH:3]=1.O[N:30]1[C:34](=O)[CH2:33][CH2:32]C1=O.C1CCC([N:43]=C=NC2CCCCC2)CC1>CN(C=O)C>[NH2:43][CH:32]([C:26](=[O:27])[C@H:10]([CH2:9][S:8][CH2:1][C:2]1[CH:3]=[CH:4][CH:5]=[CH:6][CH:7]=1)[NH:11][C:12](=[O:25])[C:13]([CH3:24])([CH3:23])[CH2:14][S:15][CH2:16][C:17]1[CH:18]=[CH:19][CH:20]=[CH:21][CH:22]=1)[CH2:33][CH2:34][NH2:30]. Procedure: To a stirred solution of S-benzyl-N-(3-benzylthio-2,2-dimethylpropionyl)-L-cysteine (2.04 g) and N-hydroxysuccinimide (0.563 g) in DMF (5 ml), DCC (1.11 g) dissolved in DMF (5 ml) was added dropwise. The mixture was stirred for 0.5 hr. under ice cooling and for 0.5 hr. at room temperature, and filtered. To the filtrate, 1,3-diaminopropane (1.09 g) dissolved in DMF (30 ml) was added dropwise with stirring. The mixture was stirred for lhr and water was added to the mixture, and then the mixture wa... Starting materials: CC#N, CN1CCOCC1, CO, CN(C)C=O, c1nc(C2CC2)c[nH]1, Cl, O=C(O)c1cc(F)ccn1. Yields the product O=C(O)c1cc(-n2cnc(C3CC3)c2)ccn1. RXN SMILES: [C:28](#[N:29])[CH3:30].[CH3:19][N:20]1[CH2:21][CH2:22][O:23][CH2:24][CH2:25]1.[CH3:26][OH:27].[CH3:31][N:32]([CH3:33])[CH:34]=[O:35].[CH:11]1([c:14]2[n:15][cH:16][nH:17][cH:18]2)[CH2:12][CH2:13]1.[ClH:36].[F:1][c:2]1[cH:3][c:4]([C:8](=[O:9])[OH:10])[n:5][cH:6][cH:7]1>>[c:2]1(-[n:17]2[cH:16][n:15][c:14]([CH:11]3[CH2:12][CH2:13]3)[cH:18]2)[cH:3][c:4]([C:8](=[O:9])[OH:10])[n:5][cH:6][cH:7]1. Reactants: COC=1C=C(C=NC1)C=O (5-methoxy-3-pyridinecarboxaldehyde), solution, FC(F)(F)[Si](C)(C)C ((trifluoromethyl)trimethylsilane), [F-].C(CCC)[N+](CCCC)(CCCC)CCCC (tetrabutylammonium fluoride). The solvent is O1CCCC1 (tetrahydrofuran), O1CCCC1 (tetrahydrofuran). Product: COC=1C=NC=C(C1)C(C(F)(F)F)O (3-methoxy-5-(2,2,2-trifluoro-1-hydroxyethyl)pyridine). The yield is 100.5%. As a reaction SMILES: [CH3:1][O:2][C:3]1[CH:4]=[C:5]([CH:9]=[O:10])[CH:6]=[N:7][CH:8]=1.[F:11][C:12]([Si](C)(C)C)([F:14])[F:13].[F-].C([N+](CCCC)(CCCC)CCCC)CCC>O1CCCC1>[CH3:1][O:2][C:3]1[CH:8]=[N:7][CH:6]=[C:5]([CH:9]([OH:10])[C:12]([F:14])([F:13])[F:11])[CH:4]=1 |f:2.3|. Procedure: According to Reference Example 8-12, by use of 5-methoxy-3-pyridinecarboxaldehyde (300 mg, 2.19 mmol), (trifluoromethyl)trimethylsilane (388 μL, 2.63 mmol), tetrabutylammonium fluoride (a 1.0 mol/L solution in tetrahydrofuran, 220 μL, 0.220 mmol) and tetrahydrofuran (6.0 mL), the mixture was stirred and reacted at room temperature for 30 minutes. Then, purification by silica gel column chromatography (chloroform/methanol=9/1) was performed to give 3-methoxy-5-(2,2,2-trifluoro-1-hydroxyethyl)pyri... Reactants: FC1=CC(=C(C=C1)NC=1C2=C(N=CN1)SC(=C2C)C(=O)OC)O[C@@H]2CC[C@H](CC2)NC(C(F)(F)F)=O (methyl 4-(4-fluoro-2-(trans-4-(2,2,2-trifluoroacetamido)cyclohexyloxy)phenylamino)-5-methylthieno[2,3-d]pyrimidine-6-carboxylate), N (ammonia). The solvent is CO (MeOH). Yields the product N[C@@H]1CC[C@H](CC1)OC1=C(C=CC(=C1)F)NC=1C2=C(N=CN1)SC(=C2C)C(=O)N (4-(2-(trans-4-Aminocyclohexyloxy)-4-fluorophenylamino)-5-methylthieno[2,3-d]pyrimidine-6-carboxamide). As a reaction SMILES: [F:1][C:2]1[CH:7]=[CH:6][C:5]([NH:8][C:9]2[C:10]3[C:17]([CH3:18])=[C:16]([C:19]([O:21]C)=O)[S:15][C:11]=3[N:12]=[CH:13][N:14]=2)=[C:4]([O:23][C@H:24]2[CH2:29][CH2:28][C@H:27]([NH:30]C(=O)C(F)(F)F)[CH2:26][CH2:25]2)[CH:3]=1.[NH3:37]>CO>[NH2:30][C@H:27]1[CH2:26][CH2:25][C@H:24]([O:23][C:4]2[CH:3]=[C:2]([F:1])[CH:7]=[CH:6][C:5]=2[NH:8][C:9]2[C:10]3[C:17]([CH3:18])=[C:16]([C:19]([NH2:37])=[O:21])[S:15][C:11]=3[N:12]=[CH:13][N:14]=2)[CH2:29][CH2:28]1. Procedure: 0.100 g methyl 4-(4-fluoro-2-(trans-4-(2,2,2-trifluoroacetamido)cyclohexyloxy)phenylamino)-5-methylthieno[2,3-d]pyrimidine-6-carboxylate (cpd.15.1) and 2 ml 7 M ammonia in MeOH were stirred in a pressure tube overnight at 70° C. and 8 days at 90° C. The reaction mixture was concentrated in vacuo. The residue was purified by chromatography to give the desired compound.